Dataset: the Open Reaction Database (ORD), a public repository of structured organic reaction records. Task: describe an organic reaction: reactants, conditions, products, and yield Starting materials: FC(C1=C(CN2CCC(CC2)\C=C/2\C(=NC(S2)=O)NCCN(CC)CC)C=CC(=C1)C(F)(F)F)(F)F ((5Z)-5-({1-[2,4-bis(trifluoromethyl)benzyl]piperidin-4-yl}methylidene)-4-{[2-(diethylamino)ethyl]amino}-1,3-thiazol-2(5H)-one), Cl.C(C)(=O)OCC (hydrogen chloride ethyl acetate). The solvent is C(C)(=O)OCC (ethyl acetate). Run at time 1 hour. Product: Cl.Cl.FC(C1=C(CN2CCC(CC2)\C=C/2\C(=NC(S2)=O)NCCN(CC)CC)C=CC(=C1)C(F)(F)F)(F)F ((5Z)-5-({1-[2,4-bis(trifluoromethyl)benzyl]piperidin-4-yl}methylidene)-4-{[2-(diethylamino)ethyl]amino}-1,3-thiazol-2(5H)-one dihydrochloride). RXN SMILES: [F:1][C:2]([F:36])([F:35])[C:3]1[CH:30]=[C:29]([C:31]([F:34])([F:33])[F:32])[CH:28]=[CH:27][C:4]=1[CH2:5][N:6]1[CH2:11][CH2:10][CH:9](/[CH:12]=[C:13]2/[C:14]([NH:19][CH2:20][CH2:21][N:22]([CH2:25][CH3:26])[CH2:23][CH3:24])=[N:15][C:16](=[O:18])[S:17]/2)[CH2:8][CH2:7]1.[ClH:37].C(OCC)(=O)C>C(OCC)(=O)C>[ClH:37].[ClH:37].[F:36][C:2]([F:1])([F:35])[C:3]1[CH:30]=[C:29]([C:31]([F:33])([F:34])[F:32])[CH:28]=[CH:27][C:4]=1[CH2:5][N:6]1[CH2:11][CH2:10][CH:9](/[CH:12]=[C:13]2/[C:14]([NH:19][CH2:20][CH2:21][N:22]([CH2:25][CH3:26])[CH2:23][CH3:24])=[N:15][C:16](=[O:18])[S:17]/2)[CH2:8][CH2:7]1 |f:1.2,4.5.6|. Reported procedure: To a solution of (5Z)-5-({1-[2,4-bis(trifluoromethyl)benzyl]piperidin-4-yl}methylidene)-4-{[2-(diethylamino)ethyl]amino}-1,3-thiazol-2(5H)-one (115 mg) in ethyl acetate (2 mL) was added 4M hydrogen chloride/ethyl acetate solution (0.21 mL), and the mixture was stirred at room temperature for 1 hr. The solvent was evaporated under reduced pressure, and the residue was recrystallized from ethanol/ethyl acetate to give the title compound (72 mg). Starting materials: COC=1C=C2C(=CC=NC2=CC1OC)OC1=C(C(=C(N)C=C1)C)C (4-[(6,7-Dimethoxy-4-quinolyl)oxy]-2,3-dimethylaniline), ClC(Cl)(OC(OC(Cl)(Cl)Cl)=O)Cl (triphosgene), C([O-])(O)=O.[Na+] (sodium bicarbonate), C(C=C)O (2-propen-1-ol). Solvent: C(C)N(CC)CC (triethylamine), C1(=CC=CC=C1)C (toluene), C(Cl)Cl (methylene chloride). Product: COC=1C=C2C(=CC=NC2=CC1OC)OC1=C(C(=C(C=C1)NC(OCC=C)=O)C)C (Allyl N-{4-[(6,7-dimethoxy-4-quinolyl)oxy]-2,3-dimethylphenyl}carbamate). The yield is 79.4%. As a reaction SMILES: [CH3:1][O:2][C:3]1[CH:4]=[C:5]2[C:10](=[CH:11][C:12]=1[O:13][CH3:14])[N:9]=[CH:8][CH:7]=[C:6]2[O:15][C:16]1[CH:22]=[CH:21][C:19]([NH2:20])=[C:18]([CH3:23])[C:17]=1[CH3:24].Cl[C:26](Cl)([O:28][C:29](=[O:35])OC(Cl)(Cl)Cl)Cl.[CH2:37](O)[CH:38]=C.C(=O)(O)[O-].[Na+]>C(Cl)Cl.C(N(CC)CC)C.C1(C)C=CC=CC=1>[CH3:1][O:2][C:3]1[CH:4]=[C:5]2[C:10](=[CH:11][C:12]=1[O:13][CH3:14])[N:9]=[CH:8][CH:7]=[C:6]2[O:15][C:16]1[CH:22]=[CH:21][C:19]([NH:20][C:29](=[O:35])[O:28][CH2:26][CH:37]=[CH2:38])=[C:18]([CH3:23])[C:17]=1[CH3:24] |f:3.4|. Procedure details: 4-[(6,7-Dimethoxy-4-quinolyl)oxy]-2,3-dimethylaniline (50 mg) was added to toluene (5 ml), and triethylamine (0.5 ml), and the mixture was heated under reflux to prepare a solution. A solution of triphosgene (68 mg) in methylene chloride was then added thereto, and the mixture was heated under reflux for 10 min. Next, 2-propen-1-ol (13 mg) was added thereto, and the mixture was further stirred with heating under reflux for 3 hr. A saturated aqueous sodium bicarbonate solution was added to stop t... Starting materials: BrC1=CC(=C(C=C1)NC(CC1CCN(CC1)C(=O)OC(C)(C)C)=O)O (tert-butyl 4-(2-(4-bromo-2-hydroxyphenylamino)-2-oxoethyl)piperidine-1-carboxylate), O (water), C[Si](O[Si](C)(C)C)(C)C (Hexamethyldisiloxane), O=P12OP3(=O)OP(=O)(O1)OP(=O)(O2)O3 (P2O5). Solvent: ClCCCl (1,2-Dichloroethane), ClCCCl (1,2-Dichloroethane). Product: BrC1=CC2=C(N=C(O2)CC2CCNCC2)C=C1 (6-Bromo-2-(piperidin-4-ylmethyl)benzo[d]oxazole). Yield: 45.4%. RXN SMILES: C[Si](C)(C)O[Si](C)(C)C.O=P12OP3(OP(OP(O3)(O1)=O)(=O)O2)=O.[Br:24][C:25]1[CH:30]=[CH:29][C:28]([NH:31][C:32](=O)[CH2:33][CH:34]2[CH2:39][CH2:38][N:37](C(OC(C)(C)C)=O)[CH2:36][CH2:35]2)=[C:27]([OH:48])[CH:26]=1.O>ClCCCl>[Br:24][C:25]1[CH:30]=[CH:29][C:28]2[N:31]=[C:32]([CH2:33][CH:34]3[CH2:35][CH2:36][NH:37][CH2:38][CH2:39]3)[O:48][C:27]=2[CH:26]=1. Procedure: Hexamethyldisiloxane (1.068 g, 6.58 mmol) was added to a solution of P2O5 (0.786 g, 5.54 mmol) in dry 1,2-Dichloroethane (2.9 mL) under argon and then heated to reflux for 10 min. A solution of tert-butyl 4-(2-(4-bromo-2-hydroxyphenylamino)-2-oxoethyl)piperidine-1-carboxylate (0.41 g, 0.992 mmol) in 1,2-Dichloroethane (2.9 mL) was added and the mixture was heated to reflux for 3 h. The mixture was poured into cool water (5 mL), extracted with CH2Cl2 (3×3 mL). The organic layers were discarded. T... Yields the product CN(C(=O)C1=C(C=CC(=C1)C=1C=C2C(=NC1)NN=C2C2=C(C=CC=C2)OC)NC(=O)C=2N=CN(C2)C)C (1-methyl-1H-imidazole-4-carboxylic acid {2-dimethylcarbamoyl-4-[3-(2-methoxy-phenyl)-1H-pyrazolo[3,4-b]pyridin-5-yl]-phenyl}-amide). Procedure: 1-methyl-1H-imidazole-4-carboxylic acid {2-dimethylcarbamoyl-4-[3-(2-methoxy-phenyl)-1-(2-trimethylsilanyl-ethoxymethyl)-1H-pyrazolo[3,4-b]pyridin-5-yl]-phenyl}-amide (0.289 mmol) was dissolved in tetrahydrofuran (2.0 mL), cooled to 0° C. and treated with 5% perchloric acid in acetic acid (8 mL) for 3 h. The material was carefully poured into saturated sodium bicarbonate and extracted into ethyl acetate. The organic layer was washed with saturated sodium bicarbonate (3×), dried over sodium sulfa... The yield is 25.0%. Run at temperature 0 celsius. The reactants are Cl(=O)(=O)(=O)O (perchloric acid), CN(C(=O)C1=C(C=CC(=C1)C=1C=C2C(=NC1)N(N=C2C2=C(C=CC=C2)OC)COCC[Si](C)(C)C)NC(=O)C=2N=CN(C2)C)C (1-methyl-1H-imidazole-4-carboxylic acid {2-dimethylcarbamoyl-4-[3-(2-methoxy-phenyl)-1-(2-trimethylsilanyl-ethoxymethyl)-1H-pyrazolo[3,4-b]pyridin-5-yl]-phenyl}-amide), C([O-])(O)=O.[Na+] (sodium bicarbonate). Solvent: C(C)(=O)O (acetic acid), O1CCCC1 (tetrahydrofuran). As a reaction SMILES: [CH3:1][N:2]([CH3:45])[C:3]([C:5]1[CH:10]=[C:9]([C:11]2[CH:12]=[C:13]3[C:19]([C:20]4[CH:25]=[CH:24][CH:23]=[CH:22][C:21]=4[O:26][CH3:27])=[N:18][N:17](COCC[Si](C)(C)C)[C:14]3=[N:15][CH:16]=2)[CH:8]=[CH:7][C:6]=1[NH:36][C:37]([C:39]1[N:40]=[CH:41][N:42]([CH3:44])[CH:43]=1)=[O:38])=[O:4].Cl(O)(=O)(=O)=O.C(=O)(O)[O-].[Na+]>O1CCCC1.C(O)(=O)C>[CH3:45][N:2]([CH3:1])[C:3]([C:5]1[CH:10]=[C:9]([C:11]2[CH:12]=[C:13]3[C:19]([C:20]4[CH:25]=[CH:24][CH:23]=[CH:22][C:21]=4[O:26][CH3:27])=[N:18][NH:17][C:14]3=[N:15][CH:16]=2)[CH:8]=[CH:7][C:6]=1[NH:36][C:37]([C:39]1[N:40]=[CH:41][N:42]([CH3:44])[CH:43]=1)=[O:38])=[O:4] |f:2.3|. The reactants are crude product, CC(CC(=O)OCC)CC(CCCCCCC)C (ethyl 3,5-dimethyldodecanoate), CO (methanol), [OH-].[Na+] (sodium hydroxide). Run in O (water). Run at temperature 65 celsius, time 2 hour. The product is CC(CC(=O)O)CC(CCCCCCC)C (3,5-dimethyldodecanoic acid). RXN SMILES: [CH3:1][CH:2]([CH2:9][CH:10]([CH3:18])[CH2:11][CH2:12][CH2:13][CH2:14][CH2:15][CH2:16][CH3:17])[CH2:3][C:4]([O:6]CC)=[O:5].CO.[OH-].[Na+]>O>[CH3:1][CH:2]([CH2:9][CH:10]([CH3:18])[CH2:11][CH2:12][CH2:13][CH2:14][CH2:15][CH2:16][CH3:17])[CH2:3][C:4]([OH:6])=[O:5] |f:2.3|. Reported procedure: In a nitrogen atmosphere, the crude product (1.22 g, 0.00452 mol) of ethyl 3,5-dimethyldodecanoate (7Et) produced in the method of Example 3-1, methanol (1 ml), a 25% by weight aqueous sodium hydroxide solution (3 ml) were placed in a reaction vessel and stirred at 65° C. for 2 hours. After addition of water, the resulting mixture was washed with a hexane-tetrahydrofuran mixture. The aqueous phase was made acidic in addition of 20% by weight hydrochloric acid, followed by extraction with a hexan... The reactants are CC(C)([O-])C.[K+] (Potassium tert-butoxide), C(C1=CC=CC=C1)(C1=CC=CC=C1)=NC1C(N(CC1)C)=O (3-(benzhydrylidene-amino)-1-methyl-pyrrolidin-2-one), C(C#C)Br (propargyl bromide), CC(C)(C)[O-].[K+] (KOtBu). The solvent is C1CCOC1 (THF), C1CCOC1 (THF), CC(C)O (IPA). Conditions: time 2 hour. Product: C(C1=CC=CC=C1)(C1=CC=CC=C1)=NC1(C(N(CC1)C)=O)CC#C (3-(Benzhydrylidene-amino)-1-methyl-3-prop-2-ynyl-pyrrolidin-2-one). As a reaction SMILES: [CH3:1][C:2](C)([O-])[CH3:3].[K+].[C:7](=[N:20][CH:21]1[CH2:25][CH2:24][N:23]([CH3:26])[C:22]1=[O:27])([C:14]1[CH:19]=[CH:18][CH:17]=[CH:16][CH:15]=1)[C:8]1[CH:13]=[CH:12][CH:11]=[CH:10][CH:9]=1.C(Br)C#C>C1COCC1.CC(O)C>[C:7](=[N:20][C:21]1([CH2:3][C:2]#[CH:1])[CH2:25][CH2:24][N:23]([CH3:26])[C:22]1=[O:27])([C:14]1[CH:19]=[CH:18][CH:17]=[CH:16][CH:15]=1)[C:8]1[CH:13]=[CH:12][CH:11]=[CH:10][CH:9]=1 |f:0.1|. Procedure details: Potassium tert-butoxide 1.7M in THF (32.8 mL, 55.76 mmol) was added dropwise over a period of 80 minutes (by syringe pump) to a solution of the 3-(benzhydrylidene-amino)-1-methyl-pyrrolidin-2-one (14.11 g, 50.692 mmol) (which may be prepared as described in Description 1) and propargyl bromide (6.78 mL, 60.83 mmol) in THF (250 mL) at 0° C. under nitrogen. The reaction was stirred for 2 hours. Additional KOtBu (5 ml) was added dropwise and stirring was continued for 15 mins. The reaction was quen... The reactants are COc1ccc2c(c1)Nc1ccccc1S2, CCOC(C)=O, [Cl-], O, c1cc[nH+]cc1. Yields the product Oc1ccc2c(c1)Nc1ccccc1S2. Reaction SMILES: [CH3:1][O:2][c:3]1[cH:4][c:5]2[c:14]([cH:15][cH:16]1)[S:13][c:12]1[c:7]([cH:8][cH:9][cH:10][cH:11]1)[NH:6]2.[CH3:25][CH2:26][O:27][C:28](=[O:29])[CH3:30].[Cl-:17].[OH2:24].[nH+:18]1[cH:19][cH:20][cH:21][cH:22][cH:23]1>>[OH:2][c:3]1[cH:4][c:5]2[c:14]([cH:15][cH:16]1)[S:13][c:12]1[c:7]([cH:8][cH:9][cH:10][cH:11]1)[NH:6]2. The reactants are BrC1=CC(=NC(=C1)N)N (4-bromo-pyridine-2,6-diamine), C1(=C(C(=CC(=C1)C)C)S(=O)(=O)ON)C (O-mesitylene-sulfonylhydroxylamine), N1=CC=C(C=C1)C=O (4-pyridinecarboxaldehyde). Product: BrC1=CC=2N(C(=C1)N)N=C(N2)C2=CC=NC=C2 (7-Bromo-2-pyridin-4-yl-[1,2,4]triazolo[1,5-a]pyridin-5-ylamine). Reaction SMILES: [Br:1][C:2]1[CH:7]=[C:6]([NH2:8])[N:5]=[C:4]([NH2:9])[CH:3]=1.C1(C)C=C(C)C=C(C)C=1S(O[NH2:22])(=O)=O.[N:24]1[CH:29]=[CH:28][C:27]([CH:30]=O)=[CH:26][CH:25]=1>>[Br:1][C:2]1[CH:7]=[C:6]([NH2:8])[N:5]2[N:22]=[C:30]([C:27]3[CH:28]=[CH:29][N:24]=[CH:25][CH:26]=3)[N:9]=[C:4]2[CH:3]=1. Procedure: The title compound, MS m/e (%): 292 (M++2, 100), was prepared in accordance with the general method of example 63 from 4-bromo-pyridine-2,6-diamine, O-mesitylene-sulfonylhydroxylamine, and 4-pyridinecarboxaldehyde. The purification was performed with reversed phase HPLC eluting with an acetonitrile/water gradient.